This data is from the Open Reaction Database (ORD), a public repository of structured organic reaction records. The task is: describe an organic reaction: reactants, conditions, products, and yield The reactants are ClCCl, CS(N)(=O)=O, CCN=C=NCCCN(C)C, CN(C)c1ccncc1, O=C(Nc1ccc(N2CCC(C(=O)O)CC2)nc1)c1nc(-c2ccccc2)oc1C(F)(F)F. Product: CS(=O)(=O)NC(=O)C1CCN(c2ccc(NC(=O)c3nc(-c4ccccc4)oc3C(F)(F)F)cn2)CC1. As a reaction SMILES: [CH2:50]([Cl:51])[Cl:52].[CH3:34][S:35](=[O:36])(=[O:37])[NH2:38].[CH3:39][CH2:40][N:41]=[C:42]=[N:43][CH2:44][CH2:45][CH2:46][N:47]([CH3:48])[CH3:49].[CH3:53][N:54]([CH3:55])[c:56]1[cH:57][cH:58][n:59][cH:60][cH:61]1.[c:1]1(-[c:7]2[o:8][c:9]([C:30]([F:31])([F:32])[F:33])[c:10]([C:12](=[O:13])[NH:14][c:15]3[cH:16][cH:17][c:18]([N:21]4[CH2:22][CH2:23][CH:24]([C:27](=[O:28])[OH:29])[CH2:25][CH2:26]4)[n:19][cH:20]3)[n:11]2)[cH:2][cH:3][cH:4][cH:5][cH:6]1>>[c:1]1(-[c:7]2[o:8][c:9]([C:30]([F:31])([F:32])[F:33])[c:10]([C:12](=[O:13])[NH:14][c:15]3[cH:16][cH:17][c:18]([N:21]4[CH2:22][CH2:23][CH:24]([C:27](=[O:28])[NH:38][S:35]([CH3:34])(=[O:36])=[O:37])[CH2:25][CH2:26]4)[n:19][cH:20]3)[n:11]2)[cH:2][cH:3][cH:4][cH:5][cH:6]1. The reactants are CCCCP(CCCC)CCCC, CC(C)(O)C#N, Cc1oc(-c2ccc(C(F)(F)F)cc2)cc1CO, Cc1ccccc1, CCCCCC, O=C(N=NC(=O)N1CCCCC1)N1CCCCC1, C1CCOC1. Yields the product Cc1oc(-c2ccc(C(F)(F)F)cc2)cc1CC#N. As a reaction SMILES: [CH2:25]([P:26]([CH2:27][CH2:28][CH2:29][CH3:30])[CH2:31][CH2:32][CH2:33][CH3:34])[CH2:35][CH2:36][CH3:37].[CH3:19][C:20]([C:21]#[N:22])([CH3:23])[OH:24].[CH3:1][c:2]1[o:3][c:4](-[c:9]2[cH:10][cH:11][c:12]([C:15]([F:16])([F:17])[F:18])[cH:13][cH:14]2)[cH:5][c:6]1[CH2:7][OH:8].[CH3:61][c:62]1[cH:63][cH:64][cH:65][cH:66][cH:67]1.[CH3:68][CH2:69][CH2:70][CH2:71][CH2:72][CH3:73].[N:38]([C:39]([N:40]1[CH2:41][CH2:42][CH2:43][CH2:44][CH2:45]1)=[O:46])=[N:47][C:48]([N:49]1[CH2:50][CH2:51][CH2:52][CH2:53][CH2:54]1)=[O:55].[O:56]1[CH2:57][CH2:58][CH2:59][CH2:60]1>>[CH3:1][c:2]1[o:3][c:4](-[c:9]2[cH:10][cH:11][c:12]([C:15]([F:16])([F:17])[F:18])[cH:13][cH:14]2)[cH:5][c:6]1[CH2:7][C:21]#[N:22]. Reactants: BrC1=C2C(CC(C2=CC=C1)=O)C (4-bromo-3-methyl-1-indanone), [Cu]C#N (copper(I) cyanide). Reagents/catalysts: O.O.O.O.O.O.[Fe](Cl)(Cl)Cl (iron(III) chloride hexahydrate). The solvent is CN(C)C=O (DMF), C1(=CC=CC=C1)C (toluene), O (water), O (water), Cl (hydrochloric acid), C1(=CC=CC=C1)C (toluene). Reaction conditions: time 6 hour. The product is C(#N)C1=C2C(CC(C2=CC=C1)=O)C (4-Cyano-3-methyl-1-indanone). RXN SMILES: Br[C:2]1[CH:10]=[CH:9][CH:8]=[C:7]2[C:3]=1[CH:4]([CH3:12])[CH2:5][C:6]2=[O:11].[Cu][C:14]#[N:15]>CN(C=O)C.O.Cl.C1(C)C=CC=CC=1.O.O.O.O.O.O.[Fe](Cl)(Cl)Cl>[C:14]([C:2]1[CH:10]=[CH:9][CH:8]=[C:7]2[C:3]=1[CH:4]([CH3:12])[CH2:5][C:6]2=[O:11])#[N:15] |f:6.7.8.9.10.11.12|. Procedure: A mixture of 2.6 g (11.5 mmol) of 4-bromo-3-methyl-1-indanone [J. Org. Chem. 22, 1019 (1957)] and 1.14 g (12.7 mmol) of copper(I) cyanide in 2.5 ml of DMF is stirred for 6 hours at 170°. The reaction mixture is then cooled to 100°, and 50 ml of toluene and a solution of 4.5 g (16.5 mmol) of iron(III) chloride hexahydrate in 7 ml of water and 1.7 ml of concentrated hydrochloric acid are added in succession thereto. The reaction mixture is stirred for 20 minutes at 70°, cooled and diluted with tol... The reactants are C(C)(C)(C)C=1C=C(C(C(=O)N)=CC1)C(=O)N (4-t-butylphthalamide), N1=CC=CC=C1 (pyridine), ice, N1=CC=CC=C1 (pyridine), P(=O)(Cl)(Cl)Cl (Phosphorus oxychloride). The solvent is O (Water). Reaction conditions: time 4 hour. The product is C(C)(C)(C)C=1C=C(C(C#N)=CC1)C#N (4-t-butylphthalonitrile). The yield is 62.5%. RXN SMILES: [C:1]([C:5]1[CH:6]=[C:7]([C:14]([NH2:16])=O)[C:8](=[CH:12][CH:13]=1)[C:9]([NH2:11])=O)([CH3:4])([CH3:3])[CH3:2].N1C=CC=CC=1.P(Cl)(Cl)(Cl)=O>O>[C:1]([C:5]1[CH:6]=[C:7]([C:14]#[N:16])[C:8](=[CH:12][CH:13]=1)[C:9]#[N:11])([CH3:4])([CH3:2])[CH3:3]. Reported procedure: 4-t-butylphthalonitrile was prepared by fitting a 500 milliliter three-necked flask with a nitrogen inlet, a 100 milliliter pressure equalizing funnel, and a stopper, placing the flask in an ice bath, and charging the flask with 60 grams (0.2713 mole) of 4-t-butylphthalamide and 400 milliliters of pyridine. The resulting mixture was kept under a constant flow of nitrogen. Phosphorus oxychloride (49.7 milliliters, 0.5426 mole) was placed in the dropping funnel and added slowly to the pyridine sol...